Dataset: the Open Reaction Database (ORD), a public repository of structured organic reaction records. Task: describe an organic reaction: reactants, conditions, products, and yield Starting materials: COC1=CC=C(C=C1)C1=COC2=C1C=CC=C2 (3-p-methoxyphenylbenzofuran), C(C1=CC=CC=C1)(=O)Cl (benzoyl chloride), stannic chloride, COC1=CC=C(C=C1)C=1OC2=C(C1C(C1=CC=C(C=C1)C)=O)C=CC=C2 (2-p-methoxyphenyl-3-p-methylbenzoylbenzofuran). Run in C(Cl)Cl (methylene chloride). Product: C(C1=CC=CC=C1)(=O)C=1OC2=C(C1C1=CC=C(C=C1)OC)C=CC=C2 (2-benzoyl-3-p-methoxyphenylbenzofuran). RXN SMILES: [CH3:1][O:2][C:3]1[CH:8]=[CH:7][C:6]([C:9]2[C:13]3[CH:14]=[CH:15][CH:16]=[CH:17][C:12]=3[O:11][CH:10]=2)=[CH:5][CH:4]=1.[C:18](Cl)(=[O:25])[C:19]1[CH:24]=[CH:23][CH:22]=[CH:21][CH:20]=1.COC1C=CC(C2OC3C=CC=CC=3C=2C(=O)C2C=CC(C)=CC=2)=CC=1>C(Cl)Cl>[C:18]([C:10]1[O:11][C:12]2[CH:17]=[CH:16][CH:15]=[CH:14][C:13]=2[C:9]=1[C:6]1[CH:7]=[CH:8][C:3]([O:2][CH3:1])=[CH:4][CH:5]=1)(=[O:25])[C:19]1[CH:24]=[CH:23][CH:22]=[CH:21][CH:20]=1. Reported procedure: Acylation of 3-p-methoxyphenylbenzofuran with benzoyl chloride and stannic chloride in methylene chloride as described in Example 1 for the preparation of 2-p-methoxyphenyl-3-p-methylbenzoylbenzofuran gives 2-benzoyl-3-p-methoxyphenylbenzofuran. The reactants are CCO, CSc1ccc(C(O)CCc2cc(C)c(OC(C)(C)C(=O)O)c(C)c2)cc1, O. Yields the product COC(CCc1cc(C)c(OC(C)(C)C(=O)O)c(C)c1)c1ccc(SC)cc1. As a reaction SMILES: [CH2:29]([OH:30])[CH3:31].[CH3:1][c:2]1[c:3]([O:4][C:5]([C:6](=[O:7])[OH:8])([CH3:9])[CH3:10])[c:11]([CH3:27])[cH:12][c:13]([CH2:15][CH2:16][CH:17]([OH:18])[c:19]2[cH:20][cH:21][c:22]([S:25][CH3:26])[cH:23][cH:24]2)[cH:14]1.[OH2:28]>>[CH3:1][c:2]1[c:3]([O:4][C:5]([C:6](=[O:7])[OH:8])([CH3:9])[CH3:10])[c:11]([CH3:27])[cH:12][c:13]([CH2:15][CH2:16][CH:17]([O:18][CH3:29])[c:19]2[cH:20][cH:21][c:22]([S:25][CH3:26])[cH:23][cH:24]2)[cH:14]1. The reactants are FC1=C(C(=CC=C1)F)[N+](=O)[O-] (2,6-Difluoronitrobenzene), CS.[Na] (sodium methylmercaptan). The solvent is C(C)O (ethanol). Reaction conditions: time 2 hour. The product is CSC1=C(C(=CC=C1)F)[N+](=O)[O-] (2-methylmercapto-6-fluoronitrobenzene). The yield is 84.8%. Reaction SMILES: [F:1][C:2]1[CH:7]=[CH:6][CH:5]=[C:4](F)[C:3]=1[N+:9]([O-:11])=[O:10].[CH3:12][SH:13].[Na]>C(O)C>[CH3:12][S:13][C:4]1[CH:5]=[CH:6][CH:7]=[C:2]([F:1])[C:3]=1[N+:9]([O-:11])=[O:10] |f:1.2,^1:13|. Procedure: 2,6-Difluoronitrobenzene (1.0 g, 6.3 mmol) was stirred in ethanol (10 mL) and treated with sodium methylmercaptan (0.44 g, 6.3 mmol) in several portions over 5 minutes. After stirring for 2 hours the mixture was evaporated and chromatographed on silica gel (70% hexane:30% ethyl acetate) to give 2-methylmercapto-6-fluoronitrobenzene (approximately 1.0 g), which was reduced in ethanol (30 mL) using 5% palladium on carbon (0.3 g) and hydrogen (50 psi) for 2 hours. The catalyst was removed by filtra...